This data is from the Open Reaction Database (ORD), a public repository of structured organic reaction records. The task is: describe an organic reaction: reactants, conditions, products, and yield The reactants are CO.C(Cl)(Cl)Cl (methanol CHCl3), OC1=CC=C(C=C1)CCCS(=O)(=O)C1=CC=C(S1)S(=O)(=O)N (5-[3-(4-hydroxyphenyl)propylsulfonyl]thiophene-2-sulfonamide), C=O (formaldehyde), CNC (dimethylamine), oil. Run in C(C)O (ethanol). Conditions: time 8 hour. The product is CN(C)CC=1C=C(C=CC1O)CCCS(=O)(=O)C1=CC=C(S1)S(=O)(=O)N (5-[3-(3-dimethylaminomethyl-4-hydroxyphenyl)propylsulfonyl]-thiophene-2-sulfonamide). Yield: 57.0%. As a reaction SMILES: [OH:1][C:2]1[CH:7]=[CH:6][C:5]([CH2:8][CH2:9][CH2:10][S:11]([C:14]2[S:18][C:17]([S:19]([NH2:22])(=[O:21])=[O:20])=[CH:16][CH:15]=2)(=[O:13])=[O:12])=[CH:4][CH:3]=1.C=O.[CH3:25][NH:26][CH3:27].CO.[CH:30](Cl)(Cl)Cl>C(O)C>[CH3:25][N:26]([CH2:30][C:7]1[CH:6]=[C:5]([CH2:8][CH2:9][CH2:10][S:11]([C:14]2[S:18][C:17]([S:19]([NH2:22])(=[O:20])=[O:21])=[CH:16][CH:15]=2)(=[O:12])=[O:13])[CH:4]=[CH:3][C:2]=1[OH:1])[CH3:27] |f:3.4|. Reported procedure: To a solution of product from Step C, (1.2 g, 3.3 mmol) in ethanol (16.5 ml) was added formaldehyde (0.3 ml, 37% in water, 3.6 mmol) and dimethylamine (0.8 ml, 40% in water, 6.6 mmol). The reaction was refluxed for 3 hours and then stirred at room temperature overnight. The solution was concentrated, 3N HCl added and extracted with ethyl acetate. The aqueous phase was made basic with saturated bicarbonate solution and extracted with ethyl acetate. Drying and solvent evaporation gave and oil (1.1... The reactants are ClC=1N=C(C2=C(N1)C(COC2)C2=CC(=C(C=C2)F)F)Cl (2,4-dichloro-8-(3,4-difluorophenyl)-7,8-dihydro-5H-pyrano[4,3-d]pyrimidine), C(C)N (ethanamine). The product is ClC=1N=C(C2=C(N1)C(COC2)C2=CC(=C(C=C2)F)F)NCC (2-chloro-8-(3,4-difluorophenyl)-N-ethyl-7,8-dihydro-5H-pyrano[4,3-d]pyrimidin-4-amine). Reaction SMILES: [Cl:1][C:2]1[N:3]=[C:4](Cl)[C:5]2[CH2:11][O:10][CH2:9][CH:8]([C:12]3[CH:17]=[CH:16][C:15]([F:18])=[C:14]([F:19])[CH:13]=3)[C:6]=2[N:7]=1.[CH2:21]([NH2:23])[CH3:22]>>[Cl:1][C:2]1[N:3]=[C:4]([NH:23][CH2:21][CH3:22])[C:5]2[CH2:11][O:10][CH2:9][CH:8]([C:12]3[CH:17]=[CH:16][C:15]([F:18])=[C:14]([F:19])[CH:13]=3)[C:6]=2[N:7]=1. Reported procedure: 2,4-dichloro-8-(3,4-difluorophenyl)-7,8-dihydro-5H-pyrano[4,3-d]pyrimidine (Preparation Y) was reacted as described in Preparation Xa with ethanamine to give 2-chloro-8-(3,4-difluorophenyl)-N-ethyl-7,8-dihydro-5H-pyrano[4,3-d]pyrimidin-4-amine (Preparation Ya). LC-MS (M+H)+=326.1. The solvent is C1CCOC1 (THF). Reaction conditions: time 10 minute. The product is C(C)NS(=O)(=O)C=1C(=CC(=C(C(=O)O)C1)F)F (5-[(ethylamino)sulfonyl]-2,4-difluorobenzoic acid). Procedure: 2,4-difluorobenzoic acid (200 mg, 0.765 mmol) in chlorosulfonic acid (1.535 ml, 22.92 mmol) was stirred at room temperature for 30 seconds, then microwave 200 degree for 10 mins. The reaction mixture was cooled to room temperature and dumped on ice (10 g) slowly. Ethyl acetate (25 ml) was added and extracted twice with ethyl acetate (10 mL X2). The combined organic phase was dried over MgSO4. Ethylamine (1833 μl, 3.67 mmol) in THF (2.0 M) was added, stirred at room temperature for 10 mins and wa... Starting materials: FC1=C(C(=O)O)C=CC(=C1)F (2,4-difluorobenzoic acid), ClS(=O)(=O)O (chlorosulfonic acid), C(C)N (Ethylamine), C(C)(=O)OCC (Ethyl acetate). RXN SMILES: [F:1][C:2]1[CH:10]=[C:9]([F:11])[CH:8]=[CH:7][C:3]=1[C:4]([OH:6])=[O:5].Cl[S:13]([OH:16])(=O)=[O:14].C(OCC)(=O)C.[CH2:23]([NH2:25])[CH3:24]>C1COCC1>[CH2:23]([NH:25][S:13]([C:8]1[C:9]([F:11])=[CH:10][C:2]([F:1])=[C:3]([CH:7]=1)[C:4]([OH:6])=[O:5])(=[O:16])=[O:14])[CH3:24]. The yield is 71.0%. RXN SMILES: O[CH2:2][C:3]1([CH2:16][O:17]S(C)(=O)=O)[CH2:8][CH2:7][N:6]([C:9]([O:11][C:12]([CH3:15])([CH3:14])[CH3:13])=[O:10])[CH2:5][CH2:4]1.[H-].[Na+].O>O1CCCC1>[CH2:2]1[C:3]2([CH2:4][CH2:5][N:6]([C:9]([O:11][C:12]([CH3:13])([CH3:14])[CH3:15])=[O:10])[CH2:7][CH2:8]2)[CH2:16][O:17]1 |f:1.2|. Reactants: O (Water), OCC1(CCN(CC1)C(=O)OC(C)(C)C)COS(=O)(=O)C (1,1-dimethylethyl 4-hydroxymethyl-4-methanesulfonyloxymethyl-1-piperidinecarboxylate), [H-].[Na+] (sodium hydride). Solvent: O1CCCC1 (tetrahydrofuran), O1CCCC1 (tetrahydrofuran). Conditions: time 72 hour. Reported procedure: A solution of 1,1-dimethylethyl 4-hydroxymethyl-4-methanesulfonyloxymethyl-1-piperidinecarboxylate (Description 68, 3 g, 9.3 mmol) in tetrahydrofuran (200 mL) was added dropwise to a stirred suspension of sodium hydride (60% dispersion in mineral oil, 2.2 g, 55.8 mmol) in tetrahydrofuran (50 mL) and the mixture was stirred at room temperature for 72 hours. Water (5 mL) was added and the mixture was extracted with ethyl acetate (3×400 mL). The combined organic fractions were dried (MgSO4) and the... Yields the product C1OCC12CCN(CC2)C(=O)OC(C)(C)C (1,1-Dimethylethyl 2-Oxa-7-azaspiro[3.5]nonane-7-carboxylate). The reactants are CI (methyl iodide), solution, C[C@H](C(=O)O)NC(=O)OC(C)(C)C (Boc-D -Ala-OH), [H-].[Na+] (sodium hydride). Yields the product C[C@H](C(=O)O)N(C)C(=O)OC(C)(C)C (Boc-D -MeAla-OH). Reported procedure: To 48 ml of a solution of Boc-D -Ala-OH (3.0 g, 15.9 mmol) in tetrahydrofuran (THF) was added 60% sodium hydride (1.9 g, 47.6 mmol) under ice-cooling and the mixture was stirred for 10 minutes. Then, methyl iodide (7.9 ml, 127 mmol) was added and the mixture was further stirred at room temperature for 22 hours. The reaction mixture was then concentrated under reduced pressure, ice-cooled, acidified with 10% citric acid-H2O, and extracted with ethyl acetate. The extract was washed with saturated ... RXN SMILES: [CH3:1][C@@H:2]([NH:6][C:7]([O:9][C:10]([CH3:13])([CH3:12])[CH3:11])=[O:8])[C:3]([OH:5])=[O:4].[H-].[Na+].[CH3:16]I>O1CCCC1>[CH3:1][C@@H:2]([N:6]([C:7]([O:9][C:10]([CH3:12])([CH3:11])[CH3:13])=[O:8])[CH3:16])[C:3]([OH:5])=[O:4] |f:1.2|. Run at time 10 minute. Run in O1CCCC1 (tetrahydrofuran).